From a dataset of the Open Reaction Database (ORD), a public repository of structured organic reaction records. describe an organic reaction: reactants, conditions, products, and yield Reactants: CCO, Cl, [H][H], [Na+], CN(CCCn1nc(Cl)ccc1=O)C1COc2ccccc2O1, [OH-]. Yields the product Cl, CN(CCCn1ncccc1=O)C1COc2ccccc2O1. As a reaction SMILES: [CH3:29][CH2:30][OH:31].[ClH:1].[H:27][H:28].[Na+:26].[O:2]1[CH:3]([N:12]([CH2:13][CH2:14][CH2:15][n:16]2[n:17][c:18]([Cl:23])[cH:19][cH:20][c:21]2=[O:22])[CH3:24])[CH2:4][O:5][c:6]2[c:7]1[cH:8][cH:9][cH:10][cH:11]2.[OH-:25]>>[ClH:23].[O:2]1[CH:3]([N:12]([CH2:13][CH2:14][CH2:15][n:16]2[n:17][cH:18][cH:19][cH:20][c:21]2=[O:22])[CH3:24])[CH2:4][O:5][c:6]2[c:7]1[cH:8][cH:9][cH:10][cH:11]2.